From a dataset of the Open Reaction Database (ORD), a public repository of structured organic reaction records. describe an organic reaction: reactants, conditions, products, and yield Starting materials: C=1SC=C2NC3=C(NC(C21)=O)C=CC=C3 (4,9-dihydro-10H-thieno[3,4-b][1,5]benzodiazepin-10-one), C(CCCCC)(=O)Cl (hexanoyl chloride). The solvent is C1=CC=CC=C1 (benzene). Product: C(CCCCC)(=O)N1C=2C(C(NC3=C1C=CC=C3)=O)=CSC2 (4,9-Dihydro-4-hexanoyl-10H-thieno[3,4-b][1,5]benzodiazepin-10-one). As a reaction SMILES: [CH:1]1[S:2][CH:3]=[C:4]2[C:10]=1[C:9](=[O:11])[NH:8][C:7]1[CH:12]=[CH:13][CH:14]=[CH:15][C:6]=1[NH:5]2.[C:16](Cl)(=[O:22])[CH2:17][CH2:18][CH2:19][CH2:20][CH3:21]>C1C=CC=CC=1>[C:16]([N:5]1[C:6]2[CH:15]=[CH:14][CH:13]=[CH:12][C:7]=2[NH:8][C:9](=[O:11])[C:10]2=[CH:1][S:2][CH:3]=[C:4]12)(=[O:22])[CH2:17][CH2:18][CH2:19][CH2:20][CH3:21]. Procedure: A 9 g. portion of 4,9-dihydro-10H-thieno[3,4-b][1,5]benzodiazepin-10-one and 6.3 g. (6.6 ml.) of hexanoyl chloride in 100 ml. of benzene is refluxed for 3 hours. The benzene is distilled off. The residue is triturated in ether, washed with ether and dried. This solid is heated to boiling in 250 ml. of benzene, filtered and the filtrate is diluted with 250 ml. of hexane. This mixture is filtered and then cooled. The solid is collected, washed with hexane and dried giving the desired product, mp. ... Starting materials: CCCCCCCCC#Cc1ccc(CNc2ccc3c(c2)C(=O)OC(C)(C)O3)cc1, CC(=O)Cl. Product: CCCCCCCCC#Cc1ccc(CN(C(C)=O)c2ccc3c(c2)C(=O)OC(C)(C)O3)cc1. Reaction SMILES: [C:1](#[C:2][CH2:3][CH2:4][CH2:5][CH2:6][CH2:7][CH2:8][CH2:9][CH3:10])[c:11]1[cH:12][cH:13][c:14]([CH2:15][NH:16][c:17]2[cH:18][c:19]3[c:20]([cH:28][cH:29]2)[O:21][C:22]([CH3:26])([CH3:27])[O:23][C:24]3=[O:25])[cH:30][cH:31]1.[CH3:32][C:33]([Cl:34])=[O:35]>>[C:1](#[C:2][CH2:3][CH2:4][CH2:5][CH2:6][CH2:7][CH2:8][CH2:9][CH3:10])[c:11]1[cH:12][cH:13][c:14]([CH2:15][N:16]([c:17]2[cH:18][c:19]3[c:20]([cH:28][cH:29]2)[O:21][C:22]([CH3:26])([CH3:27])[O:23][C:24]3=[O:25])[C:33]([CH3:32])=[O:35])[cH:30][cH:31]1.